From a dataset of the Open Reaction Database (ORD), a public repository of structured organic reaction records. describe an organic reaction: reactants, conditions, products, and yield Reactants: C(C)(C)(C)OC(N(C)CCOCCF)=O ([2-(2-fluoro-ethoxy)-ethyl]-methyl-carbamic acid tert-butyl ester), Cl (HCl). Run in O1CCOCC1 (1,4-dioxane), O1CCOCC1 (1,4-dioxane). Reaction conditions: time 5 hour. Yields the product Cl.FCCOCCNC ([2-(2-fluoro-ethoxy)-ethyl]-methyl-amine hydrochloride). The yield is 84.0%. RXN SMILES: C(O[C:6](=O)[N:7]([CH2:9][CH2:10][O:11][CH2:12][CH2:13][F:14])C)(C)(C)C.[ClH:16]>O1CCOCC1>[ClH:16].[F:14][CH2:13][CH2:12][O:11][CH2:10][CH2:9][NH:7][CH3:6] |f:3.4|. Reported procedure: To a stirred solution of [2-(2-fluoro-ethoxy)-ethyl]-methyl-carbamic acid tert-butyl ester (2.00 g, 0.05 mmol) in dry 1,4-dioxane (20 ml) was added 4M HCl in 1,4-dioxane (22.6 ml, 90 mmol) dropwise at 0° C. The reaction mixture was stirred at RT for 5 h. Volatiles were removed under vacuum. The crude material was washed with hexane and dried under vacuum to give desired product [2-(2-fluoro-ethoxy)-ethyl]-methyl-amine hydrochloride as pale yellow solid (1.2 g, 84%). Starting materials: CCO, CCOC(C)=O, CC(CO)c1cc2cc([N+](=O)[O-])ccc2[nH]1, [Na+], O=C([O-])O, O, O, O, Cl[Sn](Cl)(Cl)Cl. The product is CC(CO)c1cc2cc(N)ccc2[nH]1. RXN SMILES: [CH3:24][CH2:25][OH:26].[CH3:27][CH2:28][O:29][C:30](=[O:31])[CH3:32].[N+:1]([O-:2])(=[O:3])[c:4]1[cH:5][c:6]2[cH:7][c:8]([CH:13]([CH2:14][OH:15])[CH3:16])[nH:9][c:10]2[cH:11][cH:12]1.[Na+:38].[O-:34][C:35]([OH:36])=[O:37].[OH2:17].[OH2:18].[OH2:33].[Sn:19]([Cl:20])([Cl:21])([Cl:22])[Cl:23]>>[NH2:1][c:4]1[cH:5][c:6]2[cH:7][c:8]([CH:13]([CH2:14][OH:15])[CH3:16])[nH:9][c:10]2[cH:11][cH:12]1. Starting materials: O=C1CCC(=O)N1Cl, Cl, COC(=O)C(CCCC(F)(F)F)S(=O)(=O)CCC(F)(F)F, [H-], [Na+], C1CCOC1. The product is COC(=O)C(Cl)(CCCC(F)(F)F)S(=O)(=O)CCC(F)(F)F. Reaction SMILES: [Cl:24][N:25]1[C:26](=[O:27])[CH2:28][CH2:29][C:30]1=[O:31].[ClH:32].[F:1][C:2]([CH2:3][CH2:4][CH2:5][CH:6]([C:7](=[O:8])[O:9][CH3:10])[S:11](=[O:12])(=[O:13])[CH2:14][CH2:15][C:16]([F:17])([F:18])[F:19])([F:20])[F:21].[H-:22].[Na+:23].[O:33]1[CH2:34][CH2:35][CH2:36][CH2:37]1>>[F:1][C:2]([CH2:3][CH2:4][CH2:5][C:6]([C:7](=[O:8])[O:9][CH3:10])([S:11](=[O:12])(=[O:13])[CH2:14][CH2:15][C:16]([F:17])([F:18])[F:19])[Cl:24])([F:20])[F:21]. The reactants are CCCCCCCCCCCCCCCCCCN, CC(C)O, Cl, O, NC1C(O)OC(CO)C(O)C1O. As a reaction SMILES: [CH2:15]([CH2:16][CH2:17][CH2:18][CH2:19][CH2:20][CH2:21][CH2:22][CH2:23][CH2:24][CH2:25][CH2:26][CH2:27][CH2:28][CH2:29][CH2:30][CH2:31][CH3:32])[NH2:33].[CH:34]([OH:35])([CH3:36])[CH3:37].[ClH:1].[OH2:14].[OH:2][CH:3]1[CH:4]([NH2:5])[CH:6]([OH:7])[CH:8]([OH:9])[CH:10]([CH2:12][OH:13])[O:11]1>>[CH:3]1([NH:33][CH2:15][CH2:16][CH2:17][CH2:18][CH2:19][CH2:20][CH2:21][CH2:22][CH2:23][CH2:24][CH2:25][CH2:26][CH2:27][CH2:28][CH2:29][CH2:30][CH2:31][CH3:32])[CH:4]([NH2:5])[CH:6]([OH:7])[CH:8]([OH:9])[CH:10]([CH2:12][OH:13])[O:11]1.[ClH:1]. Yields the product CCCCCCCCCCCCCCCCCCNC1OC(CO)C(O)C(O)C1N, Cl. Starting materials: OC1=NN(C(=C1)C(=O)OC)C (methyl 3-hydroxy-1-methyl-1H-pyrazole-5-carboxylate), O (water), [Na+].ClC(C(=O)[O-])(F)F (chlorodifluoroacetic acid sodium salt), C([O-])([O-])=O.[K+].[K+] (potassium carbonate). The solvent is CN(C=O)C (N,N-dimethylformamide). Reaction conditions: temperature 80 celsius. Yields the product COC(=O)C1=CC(=NN1C)OC(F)F (methyl-3-(difluoromethoxy)-1-methyl-1H-pyrazole-5-carboxylate). Isolated yield 40.6%. RXN SMILES: [OH:1][C:2]1[CH:6]=[C:5]([C:7]([O:9][CH3:10])=[O:8])[N:4]([CH3:11])[N:3]=1.[Na+].Cl[C:14]([F:19])([F:18])C([O-])=O.C(=O)([O-])[O-].[K+].[K+].O>CN(C)C=O>[CH3:10][O:9][C:7]([C:5]1[N:4]([CH3:11])[N:3]=[C:2]([O:1][CH:14]([F:19])[F:18])[CH:6]=1)=[O:8] |f:1.2,3.4.5|. Procedure: A solution of 2.00 g (12.8 mmol) of methyl 3-hydroxy-1-methyl-1H-pyrazole-5-carboxylate (preparation: Chem. Ber. 1974, 107, 1318-1328) in 28 ml of N,N-dimethylformamide is admixed with 5.09 g (32.0 mmol, 96%) of chlorodifluoroacetic acid sodium salt and 2.66 g (19.2 mmol) of potassium carbonate, and the reaction mixture is heated at 80° C. overnight. The reaction mixture is added to 300 ml of water and extracted several times with ethyl acetate. The organic phase is dried over magnesium sulphate... Starting materials: CN, CC#N, O=C(OC(=O)C(F)(F)F)C(F)(F)F, O=C(O)C(F)(F)F, c1ccncc1, O=C(O)CCc1c[nH]c2ccccc12. The product is CNC(=O)CCc1c[nH]c2ccccc12. RXN SMILES: [CH3:35][NH2:36].[CH3:37][C:38]#[N:39].[F:8][C:9]([F:10])([F:11])[C:12]([O:13][C:14](=[O:15])[C:16]([F:17])([F:18])[F:19])=[O:20].[OH:1][C:2]([C:3]([F:4])([F:5])[F:6])=[O:7].[cH:40]1[cH:41][cH:42][n:43][cH:44][cH:45]1.[nH:21]1[cH:22][c:23]([CH2:30][CH2:31][C:32](=[O:33])[OH:34])[c:24]2[cH:25][cH:26][cH:27][cH:28][c:29]12>>[nH:21]1[cH:22][c:23]([CH2:30][CH2:31][C:32](=[O:34])[NH:36][CH3:35])[c:24]2[cH:25][cH:26][cH:27][cH:28][c:29]12.